From a dataset of the Open Reaction Database (ORD), a public repository of structured organic reaction records. describe an organic reaction: reactants, conditions, products, and yield The reactants are C(C)(C)(C)C1=C(C=C(C(=O)N2[C@@](C[C@H]([C@@H]2C=2SC=CN2)C2=NC=CN=C2)(C(=O)OC(C)(C)C)CC(C)C)C=C1)OC (rel-(2S,4R,5R)-1-(4-tert-butyl-3-methoxybenzoyl)-2-isobutyl-4-(pyrazin-2-yl)-5-(1,3-thiazol-2-yl)pyrrolidine-2-carboxylic acid, tert butyl ester), C(=O)(C(F)(F)F)O (TFA). The product is C(C)(C)(C)C1=C(C=C(C(=O)N2[C@@](C[C@H]([C@@H]2C=2SC=CN2)C2=NC=CN=C2)(C(=O)O)CC(C)C)C=C1)OC (rel-(2S,4R,5R)-1-(4-tert-Butyl-3-methoxybenzoyl)-2-isobutyl-4-(pyrazin-2-yl)-5-(1,3-thiazol-2-yl)pyrrolidine-2-carboxylic acid). RXN SMILES: [C:1]([C:5]1[CH:39]=[CH:38][C:8]([C:9]([N:11]2[C@@H:15]([C:16]3[S:17][CH:18]=[CH:19][N:20]=3)[C@H:14]([C:21]3[CH:26]=[N:25][CH:24]=[CH:23][N:22]=3)[CH2:13][C@@:12]2([CH2:34][CH:35]([CH3:37])[CH3:36])[C:27]([O:29]C(C)(C)C)=[O:28])=[O:10])=[CH:7][C:6]=1[O:40][CH3:41])([CH3:4])([CH3:3])[CH3:2].C(O)(C(F)(F)F)=O>>[C:1]([C:5]1[CH:39]=[CH:38][C:8]([C:9]([N:11]2[C@@H:15]([C:16]3[S:17][CH:18]=[CH:19][N:20]=3)[C@H:14]([C:21]3[CH:26]=[N:25][CH:24]=[CH:23][N:22]=3)[CH2:13][C@@:12]2([CH2:34][CH:35]([CH3:36])[CH3:37])[C:27]([OH:29])=[O:28])=[O:10])=[CH:7][C:6]=1[O:40][CH3:41])([CH3:3])([CH3:4])[CH3:2]. Procedure: The tert-butyl ester from stage A was deprotected with TFA in a similar manner to that described in Example 1, to afford the title compound as a solid. The reactants are Cl.O=C(CCCN1CCC(CC1)N1C(C2=CC=CC=C2C1)=O)C1(C2=CC=CC=C2C=2C=CC=CC12)CCC (2,3-Dihydro-2-[1-[4-oxo-4-(9-propyl-9H-fluoren-9-yl)butyl]-4-piperidinyl]-1H-isoindol-1-one, monohydrochloride), amine, [BH4-].[Na+] (sodium borohydride). The solvent is ClCCl (dichloromethane), CO (methanol). Conditions: temperature 0 celsius, time 45 minute. Yields the product OC(CCCN1CCC(CC1)N1C(C2=CC=CC=C2C1)=O)C1(C2=CC=CC=C2C=2C=CC=CC12)CCC (2,3-Dihydro-2-[1-[4-hydroxy-4-(9-propyl-9H-fluoren-9-yl)butyl]-4-piperidinyl]-1H-isoindol-1-one). RXN SMILES: Cl.[O:2]=[C:3]([C:23]1([CH2:36][CH2:37][CH3:38])[C:35]2[CH:34]=[CH:33][CH:32]=[CH:31][C:30]=2[C:29]2[C:24]1=[CH:25][CH:26]=[CH:27][CH:28]=2)[CH2:4][CH2:5][CH2:6][N:7]1[CH2:12][CH2:11][CH:10]([N:13]2[CH2:21][C:20]3[C:15](=[CH:16][CH:17]=[CH:18][CH:19]=3)[C:14]2=[O:22])[CH2:9][CH2:8]1.[BH4-].[Na+]>CO.ClCCl>[OH:2][CH:3]([C:23]1([CH2:36][CH2:37][CH3:38])[C:24]2[CH:25]=[CH:26][CH:27]=[CH:28][C:29]=2[C:30]2[C:35]1=[CH:34][CH:33]=[CH:32][CH:31]=2)[CH2:4][CH2:5][CH2:6][N:7]1[CH2:8][CH2:9][CH:10]([N:13]2[CH2:21][C:20]3[C:15](=[CH:16][CH:17]=[CH:18][CH:19]=3)[C:14]2=[O:22])[CH2:11][CH2:12]1 |f:0.1,2.3|. Procedure: A solution of Example 311 Part D free amine (300 mg, 0.61 mmol) in 12 ml of methanol was cooled to 0° C. under an argon atmosphere and 2 equiv. of sodium borohydride (48.5 mg, 1.28 mmol) was added. The reaction mixture was stirred at 0° C. for 45 min. The reaction was quenched with 1 N hydrochloric acid and extracted with ethyl acetate (3×20 ml). The extract was washed with brine and dried over sodium sulfate. Evaporation yielded an oily residue which was dissolved in dichloromethane, dried over... Starting materials: O=S(=O)(OCC(F)(F)F)C(F)(F)F, NCc1ccccc1, Cc1ccccc1C. The product is FC(F)(F)CNCc1ccccc1. RXN SMILES: [F:1][C:2]([CH2:3][O:4][S:5]([C:6]([F:7])([F:8])[F:9])(=[O:10])=[O:11])([F:12])[F:13].[NH2:14][CH2:15][c:16]1[cH:17][cH:18][cH:19][cH:20][cH:21]1.[c:22]1([CH3:23])[c:24]([CH3:25])[cH:26][cH:27][cH:28][cH:29]1>>[F:1][C:2]([CH2:3][NH:14][CH2:15][c:16]1[cH:17][cH:18][cH:19][cH:20][cH:21]1)([F:12])[F:13].